Task: describe an organic reaction: reactants, conditions, products, and yield. Dataset: the Open Reaction Database (ORD), a public repository of structured organic reaction records The reactants are BrCCCCCCBr, C1CCOC1, [H-], [Na+], O, OCCCCc1ccccc1. Product: BrCCCCCCOCCCCc1ccccc1. Reaction SMILES: [Br:14][CH2:15][CH2:16][CH2:17][CH2:18][CH2:19][CH2:20][Br:21].[CH2:23]1[O:24][CH2:25][CH2:26][CH2:27]1.[H-:2].[Na+:1].[OH2:22].[c:3]1([CH2:9][CH2:10][CH2:11][CH2:12][OH:13])[cH:4][cH:5][cH:6][cH:7][cH:8]1>>[c:3]1([CH2:9][CH2:10][CH2:11][CH2:12][O:13][CH2:20][CH2:19][CH2:18][CH2:17][CH2:16][CH2:15][Br:14])[cH:4][cH:5][cH:6][cH:7][cH:8]1. Reactants: FC=1C=CC2=C(C(N3[C@H](C=4N2C=NC4C(=O)N)CC3)=O)C1 ((S)-7-fluoro-9-oxo-12,12a-dihydro-9H,11H-azeto[2,1-c]imidazo[1,5-a][1,4]-benzodiazepine-1-carboxamide), O (water), N1=CC=CC=C1 (pyridine), FC(C(=O)OC(C(F)(F)F)=O)(F)F (trifluoroacetic anhydride). Run in O1CCOCC1 (dioxan). Reaction conditions: time 8 hour. Yields the product FC=1C=CC2=C(C(N3[C@H](C=4N2C=NC4C#N)CC3)=O)C1 ((S)-7-fluoro-9-oxo-12,12a-dihydro-9H,11H-azeto[2,1-c]imidazo[1,5-a][1,4]-benzodiazepine-1-carbonitrile). Isolated yield 64.5%. RXN SMILES: [F:1][C:2]1[CH:3]=[CH:4][C:5]2[N:11]3[CH:12]=[N:13][C:14]([C:15]([NH2:17])=O)=[C:10]3[C@@H:9]3[CH2:18][CH2:19][N:8]3[C:7](=[O:20])[C:6]=2[CH:21]=1.N1C=CC=CC=1.FC(F)(F)C(OC(=O)C(F)(F)F)=O.O>O1CCOCC1>[F:1][C:2]1[CH:3]=[CH:4][C:5]2[N:11]3[CH:12]=[N:13][C:14]([C:15]#[N:17])=[C:10]3[C@@H:9]3[CH2:18][CH2:19][N:8]3[C:7](=[O:20])[C:6]=2[CH:21]=1. Procedure: 75.6 g (264 mmol) of (S)-7-fluoro-9-oxo-12,12a-dihydro-9H,11H-azeto[2,1-c]imidazo[1,5-a][1,4]-benzodiazepine-1-carboxamide were suspended in 340 ml of dioxan and 45 ml of pyridine and treated dropwise at about 7° with (323 mmol) of trifluoroacetic anhydride. The reaction mixture was stirred at room temperature overnight and poured into 2 l of water. By suction filtration of the resulting suspension and drying the crystals there were obtained 45.65 g (64%) of (S)-7-fluoro-9-oxo-12,12a-dihydro-9H,...